From a dataset of the Open Reaction Database (ORD), a public repository of structured organic reaction records. describe an organic reaction: reactants, conditions, products, and yield Reactants: OC1=CC2=C(C(=CO2)CN2CCC(CC2)NC(C)=O)C=C1 (N-[1-(6-hydroxy-benzofuran-3-ylmethyl)-piperidin-4-yl]-acetamide), C(=O)([O-])[O-].[Cs+].[Cs+] (Cs2CO3), ClC=1SC=2C(=NC(=CC2)C)N1 (2-chloro-5-methyl-thiazolo[4,5-b]pyridine). Solvent: CN(C)C=O (DMF). Run at time 16 hour. The product is C(=O)O.CC1=CC=C2C(=N1)N=C(S2)OC2=CC1=C(C(=CO1)CN1CCC(CC1)NC(C)=O)C=C2 (N-{1-[6-(5-Methyl-thiazolo[4,5-b]pyridin-2-yloxy)-benzofuran-3-ylmethyl]-piperidin-4-yl}-acetamide formate). Yield: 81.7%. RXN SMILES: [OH:1][C:2]1[CH:21]=[CH:20][C:5]2[C:6]([CH2:9][N:10]3[CH2:15][CH2:14][CH:13]([NH:16][C:17](=[O:19])[CH3:18])[CH2:12][CH2:11]3)=[CH:7][O:8][C:4]=2[CH:3]=1.[C:22]([O-])([O-:24])=[O:23].[Cs+].[Cs+].Cl[C:29]1[S:30][C:31]2[C:32]([N:38]=1)=[N:33][C:34]([CH3:37])=[CH:35][CH:36]=2>CN(C=O)C>[CH:22]([OH:24])=[O:23].[CH3:37][C:34]1[N:33]=[C:32]2[N:38]=[C:29]([O:1][C:2]3[CH:21]=[CH:20][C:5]4[C:6]([CH2:9][N:10]5[CH2:15][CH2:14][CH:13]([NH:16][C:17](=[O:19])[CH3:18])[CH2:12][CH2:11]5)=[CH:7][O:8][C:4]=4[CH:3]=3)[S:30][C:31]2=[CH:36][CH:35]=1 |f:1.2.3,6.7|. Reported procedure: To a suspension of N-[1-(6-hydroxy-benzofuran-3-ylmethyl)-piperidin-4-yl]-acetamide (50 mg, 0.17 mmol), Cs2CO3 (170 mg, 0.52 mmol) in DMF (1.73 mL) was added 2-chloro-5-methyl-thiazolo[4,5-b]pyridine (40 mg, 0.22 mmol) and the reaction mixture was stirred (rt, 16 h). The reaction mixture was filtered and purified via reverse-phase preparative HPLC to provide the title compound as a white solid (67 mg, 79%). MS (ESI): mass calcd. for C23H24N4O3S, 436.16; m/z found, 437.0 [M+H]+. 1H NMR (500 MHz, ... The reactants are C1(=CC=CC=C1)P(C1=CC=CC=C1)C1=CC=CC=C1 (triphenylphosphine), Br (HBr), C(C)OCC (ethyl ether). Solvent: C1(=CC=CC=C1)C (toluene). Reaction conditions: time 20 minute. The product is [Br-].C1(=CC=CC=C1)[PH+](C1=CC=CC=C1)C1=CC=CC=C1 (triphenylphosphonium bromide). Isolated yield 97.0%. Reaction SMILES: [C:1]1([P:7]([C:14]2[CH:19]=[CH:18][CH:17]=[CH:16][CH:15]=2)[C:8]2[CH:13]=[CH:12][CH:11]=[CH:10][CH:9]=2)[CH:6]=[CH:5][CH:4]=[CH:3][CH:2]=1.[BrH:20].C(OCC)C>C1(C)C=CC=CC=1>[Br-:20].[C:14]1([PH+:7]([C:1]2[CH:2]=[CH:3][CH:4]=[CH:5][CH:6]=2)[C:8]2[CH:13]=[CH:12][CH:11]=[CH:10][CH:9]=2)[CH:15]=[CH:16][CH:17]=[CH:18][CH:19]=1 |f:4.5|. Procedure details: A solution of 26.23 g (0.10 mole) triphenylphosphine in 100 ml toluene at 0°-5° C. was perfused with HBr gas for 20 minutes, 250 ml ethyl ether was added and the mixture stirred for 20 minutes. The mixture was filtered, the white solid cake slurried in ether (500 ml), filtered again and air-dried to obtain 33.2 g (97%) of triphenylphosphonium bromide, m.p. 203°-205° C. (decomp.). In a separate flask 33 g (0.096 mole) of this salt, 11.9 g (0.096 mole) o-hydroxybenzyl alcohol and 100 ml dry aceton... Starting materials: ClC=1C(=CC(=NC1)N(S(=O)(=O)C)S(=O)(=O)C)C(C1=C(C=CC(=C1)C#N)F)S(=O)(=O)C1=CC=C(C=C1)Cl (N-[5-chloro-4-[(4-chlorophenylsulfonyl)(5-cyano-2-fluorophenyl)methyl]pyridin-2-yl]-N-(methylsulfonyl)methanesulfonamide), [F-].C(CCC)[N+](CCCC)(CCCC)CCCC (tetrabutylammonium fluoride). Solvent: O1CCCC1 (tetrahydrofuran), O1CCCC1 (tetrahydrofuran). Conditions: time 1 hour. Product: ClC=1C(=CC(=NC1)NS(=O)(=O)C)C(C1=C(C=CC(=C1)C#N)F)S(=O)(=O)C1=CC=C(C=C1)Cl (N-[5-Chloro-4-[(4-chlorophenylsulfonyl)(5-cyano-2-fluorophenyl)methyl]pyridin-2-yl]methanesulfonamide). The yield is 54.5%. RXN SMILES: [Cl:1][C:2]1[C:3]([CH:17]([S:27]([C:30]2[CH:35]=[CH:34][C:33]([Cl:36])=[CH:32][CH:31]=2)(=[O:29])=[O:28])[C:18]2[CH:23]=[C:22]([C:24]#[N:25])[CH:21]=[CH:20][C:19]=2[F:26])=[CH:4][C:5]([N:8](S(C)(=O)=O)[S:9]([CH3:12])(=[O:11])=[O:10])=[N:6][CH:7]=1.[F-].C([N+](CCCC)(CCCC)CCCC)CCC>O1CCCC1>[Cl:1][C:2]1[C:3]([CH:17]([S:27]([C:30]2[CH:35]=[CH:34][C:33]([Cl:36])=[CH:32][CH:31]=2)(=[O:28])=[O:29])[C:18]2[CH:23]=[C:22]([C:24]#[N:25])[CH:21]=[CH:20][C:19]=2[F:26])=[CH:4][C:5]([NH:8][S:9]([CH3:12])(=[O:11])=[O:10])=[N:6][CH:7]=1 |f:1.2|. Procedure: After N-[5-chloro-4-[(4-chlorophenylsulfonyl)(5-cyano-2-fluorophenyl)methyl]pyridin-2-yl]-N-(methylsulfonyl)methanesulfonamide (80 mg, 0.11 mmol) was dissolved in tetrahydrofuran (3 ml), a tetrahydrofuran solution (1.0M, 0.15 ml, 0.15 mmol) of tetrabutylammonium fluoride was added to the resulting solution at 0° C. The resulting mixture was stirred at room temperature for 1 hour. The residue obtained by concentrating the reaction mixture under reduced pressure was subjected to silica gel chromat... Starting materials: C(C)(C)(C)OC(NCC1=CC=C(C=C1)CO)=O ((4-hydroxymethyl-benzyl)-carbamic acid t-butyl ester). The reagents and catalysts are [O-2].[O-2].[Mn+4] (manganese dioxide). The solvent is C(Cl)(Cl)Cl (chloroform). Conditions: time 15 hour. Product: C(C)(C)(C)OC(NCC1=CC=C(C=C1)C=O)=O ((4-formyl-benzyl)-carbamic acid t-butyl ester). The yield is 95.8%. RXN SMILES: [C:1]([O:5][C:6](=[O:17])[NH:7][CH2:8][C:9]1[CH:14]=[CH:13][C:12]([CH2:15][OH:16])=[CH:11][CH:10]=1)([CH3:4])([CH3:3])[CH3:2]>C(Cl)(Cl)Cl.[O-2].[O-2].[Mn+4]>[C:1]([O:5][C:6](=[O:17])[NH:7][CH2:8][C:9]1[CH:10]=[CH:11][C:12]([CH:15]=[O:16])=[CH:13][CH:14]=1)([CH3:4])([CH3:2])[CH3:3] |f:2.3.4|. Procedure details: The compound (18.0 g) obtained in Example 103-2 was dissolved in chloroform (540 ml) and then added with manganese dioxide (chemically processed product) (118 g), followed by stirring at room temperature for 15 hours. The reaction solution was filtrated through Celite and the filtrate was then concentrated under reduced pressure. The residue was purified through silica gel column chromatography (chloroform/ethyl acetate), thereby obtaining the subject compound (17.1 g) as a white solid. Starting materials: ClCc1ccccc1, [H-], [H][H], [Na+], CN(C)C=O, O=C(Oc1ccc(OCc2ccccc2)c(NS(=O)(=O)c2ccccc2)c1)c1ccccc1. Yields the product O=C(Oc1ccc(OCc2ccccc2)c(N(Cc2ccccc2)S(=O)(=O)c2ccccc2)c1)c1ccccc1. As a reaction SMILES: [Cl:38][CH2:39][c:40]1[cH:41][cH:42][cH:43][cH:44][cH:45]1.[H-:34].[H:36][H:37].[Na+:35].[O:46]=[CH:47][N:48]([CH3:49])[CH3:50].[c:1]1([S:7](=[O:8])(=[O:9])[NH:10][c:11]2[cH:12][c:13]([O:25][C:26]([c:27]3[cH:28][cH:29][cH:30][cH:31][cH:32]3)=[O:33])[cH:14][cH:15][c:16]2[O:17][CH2:18][c:19]2[cH:20][cH:21][cH:22][cH:23][cH:24]2)[cH:2][cH:3][cH:4][cH:5][cH:6]1>>[c:1]1([S:7](=[O:8])(=[O:9])[N:10]([c:11]2[cH:12][c:13]([O:25][C:26]([c:27]3[cH:28][cH:29][cH:30][cH:31][cH:32]3)=[O:33])[cH:14][cH:15][c:16]2[O:17][CH2:18][c:19]2[cH:20][cH:21][cH:22][cH:23][cH:24]2)[CH2:39][c:40]2[cH:41][cH:42][cH:43][cH:44][cH:45]2)[cH:2][cH:3][cH:4][cH:5][cH:6]1. As a reaction SMILES: [C:1]([C:4]1[CH:9]=[CH:8][C:7]([C@H:10]2[CH2:15][CH2:14][C@H:13]([CH2:16][C:17]([O:19][CH2:20][CH3:21])=[O:18])[CH2:12][CH2:11]2)=[CH:6][CH:5]=1)(=[O:3])[CH3:2].CO[CH:24](OC)[N:25]([CH3:27])[CH3:26].O>CN(C)C=O>[CH3:24][N:25]([CH3:27])/[CH:26]=[CH:2]/[C:1]([C:4]1[CH:9]=[CH:8][C:7]([C@H:10]2[CH2:15][CH2:14][C@H:13]([CH2:16][C:17]([O:19][CH2:20][CH3:21])=[O:18])[CH2:12][CH2:11]2)=[CH:6][CH:5]=1)=[O:3]. Run in CN(C=O)C (N,N-dimethylformamide). The product is CN(/C=C/C(=O)C1=CC=C(C=C1)[C@@H]1CC[C@H](CC1)CC(=O)OCC)C (Trans (E)-ethyl 2-(4-(4-(3-(dimethylamino)acryloyl)phenyl)cyclohexyl)acetate). Reported procedure: The product from Example 26A (2.14 g, 7.42 mmol) and N,N-dimethylformamide dimethylacetal (1.42 g, 11.9 mmol) in N,N-dimethylformamide (20 mL) were heated at 100° C. for 16 h. The solution was cooled to room temperature, and water (20 mL) was added over a period of 10 min. The precipitate was collected by filtration, washed with water (3×20 mL), and dried in vacuo at 50° C. for 24 h to give crude product. 1H NMR (500 MHz, DMSO-d6) δ ppm 1.11-1.21 (m, 5H), 1.43-1.55 (m, 2H), 1.63-1.82 (m, 5H), 2.... The reactants are C(C)(=O)C1=CC=C(C=C1)[C@@H]1CC[C@H](CC1)CC(=O)OCC (Trans ethyl 2-(4-(4-acetylphenyl)cyclohexyl)acetate), COC(N(C)C)OC (N,N-dimethylformamide dimethylacetal), O (water). Reactants: CC(=O)C(Cc1cc(-c2ccccc2)nnc1Br)C(=O)OC(C)(C)C, C1CCOC1, C[Si](C)(C)[N-][Si](C)(C)C, [Li+]. Yields the product C=C(Cc1cc(-c2ccccc2)nnc1Br)C(=O)OC(C)(C)C. RXN SMILES: [Br:1][c:2]1[n:3][n:4][c:5](-[c:20]2[cH:21][cH:22][cH:23][cH:24][cH:25]2)[cH:6][c:7]1[CH2:8][CH:9]([C:10](=[O:11])[O:12][C:13]([CH3:14])([CH3:15])[CH3:16])[C:17](=[O:18])[CH3:19].[CH2:36]1[O:37][CH2:38][CH2:39][CH2:40]1.[CH3:26][Si:27]([N-:28][Si:29]([CH3:30])([CH3:31])[CH3:32])([CH3:33])[CH3:34].[Li+:35]>>[Br:1][c:2]1[n:3][n:4][c:5](-[c:20]2[cH:21][cH:22][cH:23][cH:24][cH:25]2)[cH:6][c:7]1[CH2:8][C:9]([C:10](=[O:11])[O:12][C:13]([CH3:14])([CH3:15])[CH3:16])=[CH2:17]. The reactants are Cl.ClC1=CC=C(C=C1)C(CCC1N2CCC(C1=O)CC2)=O (2-[3-(4-chlorophenyl)-3-oxopropyl]-1-azabicyclo[2.2.2]octane-3-one hydrochloride), O.NN (hydrazine monohydrate), [OH-].[K+] (potassium hydroxide). The solvent is C(COCCO)O (diethylene glycol). Run at time 3 hour. Product: ClC1=CC=C(C=C1)CCCC1N2CCC(C1)CC2 (2-[3-(4-chlorophenyl)propyl]-1-azabicyclo[2.2.2]octane). As a reaction SMILES: Cl.[Cl:2][C:3]1[CH:8]=[CH:7][C:6]([C:9](=O)[CH2:10][CH2:11][CH:12]2[C:17](=O)[CH:16]3[CH2:19][CH2:20][N:13]2[CH2:14][CH2:15]3)=[CH:5][CH:4]=1.O.NN.[OH-].[K+]>C(O)COCCO>[Cl:2][C:3]1[CH:8]=[CH:7][C:6]([CH2:9][CH2:10][CH2:11][CH:12]2[CH2:17][CH:16]3[CH2:15][CH2:14][N:13]2[CH2:20][CH2:19]3)=[CH:5][CH:4]=1 |f:0.1,2.3,4.5|. Procedure details: Combine 15.06 g (0.046 mole) 2-[3-(4-chlorophenyl)-3-oxopropyl]-1-azabicyclo[2.2.2]octane-3-one hydrochloride, 45 ml (0.93 mole) hydrazine monohydrate, 50.6 g (0.9 mole) potassium hydroxide and 75 ml diethylene glycol and heat to 100° C. After 3 hours, fit the reaction flask with a distillation head and heat reaction in an oil bath until oil bath temperature reaches approximately 190° C. Heat at this temperature for 5 hours. Cool the reaction mixture to room temperature. Quench the cool mixture ... Reactants: BrCc1ccccc1, CCOC(C)=O, O=C(c1c[nH]cn1)c1cccnc1F, [H-], [Na+], C1CCOC1. Yields the product O=C(c1cn(Cc2ccccc2)cn1)c1cccnc1F. As a reaction SMILES: [Br:17][CH2:18][c:19]1[cH:20][cH:21][cH:22][cH:23][cH:24]1.[CH3:30][CH2:31][O:32][C:33](=[O:34])[CH3:35].[F:3][c:4]1[n:5][cH:6][cH:7][cH:8][c:9]1[C:10](=[O:11])[c:12]1[n:13][cH:14][nH:15][cH:16]1.[H-:1].[Na+:2].[O:25]1[CH2:26][CH2:27][CH2:28][CH2:29]1>>[F:3][c:4]1[n:5][cH:6][cH:7][cH:8][c:9]1[C:10](=[O:11])[c:12]1[n:13][cH:14][n:15]([CH2:18][c:19]2[cH:20][cH:21][cH:22][cH:23][cH:24]2)[cH:16]1.